The task is: describe an organic reaction: reactants, conditions, products, and yield. This data is from the Open Reaction Database (ORD), a public repository of structured organic reaction records. Starting materials: CS(=O)(=O)O (methanesulfonic acid), C1(CC1)NC(C1=CC(=C(C=C1)C)N1C=NC2=CC=C(C=C2C1=O)OCCN1CCCCC1)=O (N-cyclopropyl-4-methyl-3-[4-oxo-6-(2-piperidin-1-ylethoxy)quinazolin-3(4H)-yl]benzamide). Run in C(C)(=O)OCC (ethyl acetate). Product: CS(=O)(=O)O.CS(=O)(=O)O.C1(CC1)NC(C1=CC(=C(C=C1)C)N1C=NC2=CC=C(C=C2C1=O)OCCN1CCCCC1)=O (N-Cyclopropyl-4-methyl-3-[4-oxo-6-(2-piperidin-1-ylethoxy)quinazolin-3(4H)-yl]benzamide bismethanesulfonate salt). RXN SMILES: [CH3:1][S:2]([OH:5])(=[O:4])=[O:3].[CH:6]1([NH:9][C:10](=[O:38])[C:11]2[CH:16]=[CH:15][C:14]([CH3:17])=[C:13]([N:18]3[C:27](=[O:28])[C:26]4[C:21](=[CH:22][CH:23]=[C:24]([O:29][CH2:30][CH2:31][N:32]5[CH2:37][CH2:36][CH2:35][CH2:34][CH2:33]5)[CH:25]=4)[N:20]=[CH:19]3)[CH:12]=2)[CH2:8][CH2:7]1>C(OCC)(=O)C>[CH3:1][S:2]([OH:5])(=[O:4])=[O:3].[CH3:1][S:2]([OH:5])(=[O:4])=[O:3].[CH:6]1([NH:9][C:10](=[O:38])[C:11]2[CH:16]=[CH:15][C:14]([CH3:17])=[C:13]([N:18]3[C:27](=[O:28])[C:26]4[C:21](=[CH:22][CH:23]=[C:24]([O:29][CH2:30][CH2:31][N:32]5[CH2:33][CH2:34][CH2:35][CH2:36][CH2:37]5)[CH:25]=4)[N:20]=[CH:19]3)[CH:12]=2)[CH2:7][CH2:8]1 |f:3.4.5|. Procedure details: Using an analogous procedure to that described in Example 45, two equivalents of 1N methanesulfonic acid in ethyl acetate was reacted N-cyclopropyl-4-methyl-3-[4-oxo-6-(2-piperidin-1-ylethoxy)quinazolin-3(4H)-yl]benzamide to gave the title compound; NMR Spectrum: (DMSOd6) 0.57 (m, 2H), 0.71 (m, 2H), 1.56 (s, 2H), 1.76 (s, 4H), 2.14 (s, 3H), 2.32 (s, 3H), 2.86 (m, 1H), 3.09 (m, 2H), 3.31 (m, 4H), 4.44 (s, 2H), 7.56 (m, 2H), 7.67 (d, 1H), 7.78 (d, 1H), 7.85 (s, 1H), 7.91 (d, 1H), 8.22 (s, 1H), 8.4... Starting materials: C/C(=N\O)/C(=O)C (diacetyl monoxime), CC(C)C1=CC=C(C=O)C=C1 (4(2-propyl)-benzaldehyde), Cl (HCl). Run in C(C)(=O)O (acetic acid). The product is CC=1[N+](=C(OC1C)C1=CC=C(C=C1)C(C)C)[O-] (4,5-Dimethyl-2-(4-(2-propyl)-phenyl)-oxazole 3-oxide). RXN SMILES: [CH3:1]/[C:2](/[C:5]([CH3:7])=[O:6])=[N:3]\[OH:4].[CH3:8][CH:9]([C:11]1[CH:18]=[CH:17][C:14]([CH:15]=O)=[CH:13][CH:12]=1)[CH3:10].Cl>C(O)(=O)C>[CH3:1][C:2]1[N+:3]([O-:4])=[C:15]([C:14]2[CH:17]=[CH:18][C:11]([CH:9]([CH3:10])[CH3:8])=[CH:12][CH:13]=2)[O:6][C:5]=1[CH3:7]. Procedure: 18.4 g of diacetyl monoxime and 29.6 g of 4(2-propyl)-benzaldehyde are added to 50 ml of glacial acetic acid, and HCl gas is introduced with ice-cooling for 30 minutes. The product is precipitated as the hydrochloride by addition of methyl tert-butyl ether and filtered off with suction, and the precipitate is washed with methyl tert-butyl ether. The precipitate is suspended in a mixture of dichloromethane and water, and a basic pH is established using ammonia. The mixture is extracted three time...